Task: describe an organic reaction: reactants, conditions, products, and yield. Dataset: the Open Reaction Database (ORD), a public repository of structured organic reaction records The reactants are Br (hydrogen bromide), C(C)(=O)O (acetic acid), NC1=CC=2C3=C(NC2C=N1)N=CC(=C3)Br (6-amino-3-bromo-9H-dipyrido[2,3-b;4′,3′-d]pyrrole), BrBr (bromine), O (water), solution, N(=O)[O-].[Na+] (sodium nitrite). Solvent: [OH-].[NH4+].O (ammonium hydroxide water), C(Cl)Cl (DCM). Reaction conditions: time 1 hour. The product is BrC1=CC2=C(NC3=C2C=C(N=C3)Br)N=C1 (3,6-Dibromo-9H-dipyrido[2,3-b;4′,3′-d]pyrrole). Reaction SMILES: [BrH:1].C(O)(=O)C.N[C:7]1[N:15]=[CH:14][C:13]2[NH:12][C:11]3[N:16]=[CH:17][C:18]([Br:20])=[CH:19][C:10]=3[C:9]=2[CH:8]=1.BrBr.N([O-])=O.[Na+].O>[OH-].[NH4+].O.C(Cl)Cl>[Br:20][C:18]1[CH:17]=[N:16][C:11]2[NH:12][C:13]3[CH:14]=[N:15][C:7]([Br:1])=[CH:8][C:9]=3[C:10]=2[CH:19]=1 |f:4.5,7.8.9|. Reported procedure: A solution of hydrogen bromide (33%) in acetic acid (1.10 mL, 6.08 mmol) was added to 6-amino-3-bromo-9H-dipyrido[2,3-b;4′,3′-d]pyrrole (80.1 mg, 0.304 mmol) at 0° C. To the resulting suspension was added bromine (18 μL, 0.34 mmol), and then a 1N solution of sodium nitrite in water (0.43 mL, 0.43 mmol), and the mixture was allowed to warm to ambient temperature. After 1 h, the reaction mixture was diluted with concentrated ammonium hydroxide-water (1:1) and DCM, filtered to remove the solid, and... Reactants: C(C)(C)(C)N1N=CC(=C(C1=O)Cl)Cl (2-tert-butyl-4,5-dichloro-3(2H)-pyridazinone), ClC1=CC=C(C(=O)C2=CC=C(CNCCCO)C=C2)C=C1 (3-[4-(4-chlorobenzoyl)benzyl-amino]-1-propanol), O1CCOCC1 (dioxane). The solvent is O (water), O (water). Reaction conditions: temperature 100 celsius, time 64 hour. Yields the product C(C)(C)(C)N1N=CC(=C(C1=O)Cl)N(CC1=CC=C(C=C1)C(C1=CC=C(C=C1)Cl)=O)CCCO (2-Tert-butyl-4-chloro-5-[N-(3-hydroxypropyl)-N-(4-(4-chlorobenzoyl)benzyl)amino]-3(2H)-pyridazinone). Isolated yield 11.5%. As a reaction SMILES: O1CCOCC1.[C:7]([N:11]1[C:16](=[O:17])[C:15]([Cl:18])=[C:14](Cl)[CH:13]=[N:12]1)([CH3:10])([CH3:9])[CH3:8].[Cl:20][C:21]1[CH:40]=[CH:39][C:24]([C:25]([C:27]2[CH:38]=[CH:37][C:30]([CH2:31][NH:32][CH2:33][CH2:34][CH2:35][OH:36])=[CH:29][CH:28]=2)=[O:26])=[CH:23][CH:22]=1>O>[C:7]([N:11]1[C:16](=[O:17])[C:15]([Cl:18])=[C:14]([N:32]([CH2:33][CH2:34][CH2:35][OH:36])[CH2:31][C:30]2[CH:29]=[CH:28][C:27]([C:25](=[O:26])[C:24]3[CH:39]=[CH:40][C:21]([Cl:20])=[CH:22][CH:23]=3)=[CH:38][CH:37]=2)[CH:13]=[N:12]1)([CH3:10])([CH3:9])[CH3:8]. Procedure details: In a solvent mixture of dioxane (5 ml) and water (5 ml) were dissolved 2-tert-butyl-4,5-dichloro-3(2H)-pyridazinone (473 mg) and 3-[4-(4-chlorobenzoyl)benzyl-amino]-1-propanol (1.30 g) and the mixture was stirred at 100° C. for 64 hours. After cooling to room temperature, the reaction mixture was diluted with water and extracted with ethyl acetate. The extract was washed with saturated aqueous NaCl solution and dried over anhydrous magnesium sulfate. The solvent was then distilled off under redu... Reactants: C(C1=CC=CC=C1)(=O)Cl (benzoyl chloride), ClC1=CC=C(CO[C@H]2C[C@@H](O[C@@H]2CO)N2C(=O)NC(=O)C(=C2)F)C=C1 (3'-O-(4-chlorobenzyl)-2'-deoxy-5-fluorouridine). Solvent: N1=CC=CC=C1 (pyridine). Reaction conditions: time 2 hour. The product is C(C1=CC=CC=C1)(=O)N1C(N([C@H]2C[C@H](OCC3=CC=C(C=C3)Cl)[C@@H](COC(C3=CC=CC=C3)=O)O2)C=C(C1=O)F)=O (3-benzoyl-5'-O-benzoyl-3'-O-(4-chlorobenzyl)-2'-deoxy-5-fluorouridine). Yield: 70.0%. RXN SMILES: [C:1](Cl)(=[O:8])[C:2]1[CH:7]=[CH:6][CH:5]=[CH:4][CH:3]=1.[Cl:10][C:11]1[CH:34]=[CH:33][C:14]([CH2:15][O:16][C@@H:17]2[C@@H:21]([CH2:22][OH:23])[O:20][C@@H:19]([N:24]3[CH:31]=[C:30]([F:32])[C:28](=[O:29])[NH:27][C:25]3=[O:26])[CH2:18]2)=[CH:13][CH:12]=1>N1C=CC=CC=1>[C:1]([N:27]1[C:28](=[O:29])[C:30]([F:32])=[CH:31][N:24]([C@@H:19]2[O:20][C@H:21]([CH2:22][O:23][C:1](=[O:8])[C:2]3[CH:7]=[CH:6][CH:5]=[CH:4][CH:3]=3)[C@@H:17]([O:16][CH2:15][C:14]3[CH:13]=[CH:12][C:11]([Cl:10])=[CH:34][CH:33]=3)[CH2:18]2)[C:25]1=[O:26])(=[O:8])[C:2]1[CH:7]=[CH:6][CH:5]=[CH:4][CH:3]=1. Reported procedure: A 0.23 ml quantity of benzoyl chloride was added to a solution of 0.25 g of 3'-O-(4-chlorobenzyl)-2'-deoxy-5-fluorouridine in pyridine. The mixture was stirred at room temperature for 2 hours. The solvent was distilled off. To the residue were added ethyl acetate and water to separate the ethyl acetate layer. The ethyl acetate layer was dried over anhydrous sodium sulfate and concentrated. The concentrate was subjected to silica gel column chromatography using chloroform as an eluent, giving 0.2... Starting materials: CC(=O)O, FC(F)(F)Oc1cccc(Oc2ccccc2COCC2CCc3c(ncn3C(c3ccccc3)(c3ccccc3)c3ccccc3)C2)c1, FC(F)(F)Oc1cccc(Oc2ccccc2COCC2CCc3ncn(C(c4ccccc4)(c4ccccc4)c4ccccc4)c3C2)c1, O. Yields the product FC(F)(F)Oc1cccc(Oc2ccccc2COCC2CCc3[nH]cnc3C2)c1. RXN SMILES: [CH3:99][C:100](=[O:101])[OH:102].[F:1][C:2]([O:3][c:4]1[cH:5][c:6]([O:7][c:8]2[c:9]([CH2:10][O:11][CH2:12][CH:13]3[CH2:14][c:15]4[c:16]([n:17]([C:20]([c:21]5[cH:22][cH:23][cH:24][cH:25][cH:26]5)([c:27]5[cH:28][cH:29][cH:30][cH:31][cH:32]5)[c:33]5[cH:34][cH:35][cH:36][cH:37][cH:38]5)[cH:18][n:19]4)[CH2:39][CH2:40]3)[cH:41][cH:42][cH:43][cH:44]2)[cH:45][cH:46][cH:47]1)([F:48])[F:49].[F:50][C:51]([F:52])([F:53])[O:54][c:55]1[cH:56][c:57]([O:61][c:62]2[cH:63][cH:64][cH:65][cH:66][c:67]2[CH2:68][O:69][CH2:70][CH:71]2[CH2:72][CH2:73][c:74]3[n:75][cH:76][n:77]([C:78]([c:79]4[cH:80][cH:81][cH:82][cH:83][cH:84]4)([c:85]4[cH:86][cH:87][cH:88][cH:89][cH:90]4)[c:91]4[cH:92][cH:93][cH:94][cH:95][cH:96]4)[c:97]3[CH2:98]2)[cH:58][cH:59][cH:60]1.[OH2:103]>>[F:1][C:2]([O:3][c:4]1[cH:5][c:6]([O:7][c:8]2[c:9]([CH2:10][O:11][CH2:12][CH:13]3[CH2:14][c:15]4[c:16]([nH:17][cH:18][n:19]4)[CH2:39][CH2:40]3)[cH:41][cH:42][cH:43][cH:44]2)[cH:45][cH:46][cH:47]1)([F:48])[F:49]. Procedure details: Methyl [4-(4-methoxy-2-nitrophenyl)aminosulfonyl-3,5-dimethylphenoxy]acetate (Intermediate A2, 8.1 g, 0.019 mol) in 200 mL ethyl acetate was stirred with Raney nickel (0.75 g) for 30 min and filtered through a celite pad with the aid of an additional 100 mL of ethyl acetate. The filtrate was mixed with platinum oxide (0.40 g, 0.0018 mol) and hydrogenated to give 7.8 g (100%) of the title compound. Reagents/catalysts: [Ni] (Raney nickel), [Pt]=O (platinum oxide). The reactants are COC1=CC(=C(C=C1)NS(=O)(=O)C1=C(C=C(OCC(=O)OC)C=C1C)C)[N+](=O)[O-] (Methyl [4-(4-methoxy-2-nitrophenyl)aminosulfonyl-3,5-dimethylphenoxy]acetate), COC1=CC(=C(C=C1)NS(=O)(=O)C1=C(C=C(OCC(=O)OC)C=C1C)C)[N+](=O)[O-] (Methyl [4-(4-methoxy-2-nitrophenyl)aminosulfonyl-3,5-dimethylphenoxy]acetate). Yield: 104.1%. Solvent: C(C)(=O)OCC (ethyl acetate). As a reaction SMILES: [CH3:1][O:2][C:3]1[CH:8]=[CH:7][C:6]([NH:9][S:10]([C:13]2[C:24]([CH3:25])=[CH:23][C:16]([O:17][CH2:18][C:19]([O:21][CH3:22])=[O:20])=[CH:15][C:14]=2[CH3:26])(=[O:12])=[O:11])=[C:5]([N+:27]([O-])=O)[CH:4]=1>C(OCC)(=O)C.[Ni].[Pt]=O>[NH2:27][C:5]1[CH:4]=[C:3]([O:2][CH3:1])[CH:8]=[CH:7][C:6]=1[NH:9][S:10]([C:13]1[C:24]([CH3:25])=[CH:23][C:16]([O:17][CH2:18][C:19]([O:21][CH3:22])=[O:20])=[CH:15][C:14]=1[CH3:26])(=[O:12])=[O:11]. Product: NC1=C(C=CC(=C1)OC)NS(=O)(=O)C1=C(C=C(OCC(=O)OC)C=C1C)C (Methyl [4-(2-amino-4-methoxyphenyl)aminosulfonyl-3,5-dimethylphenoxy]acetate). Reactants: Solvent A, C(=O)(C(F)(F)F)O (TFA), C(=O)(C(F)(F)F)O (TFA), Cl.ClC1=CC=C(C=C1)[C@@]1([C@](CNCC1)(O)C)O ((3S,4S)-4-(4-chlorophenyl)-3-methylpiperidine-3,4-diol hydrochloride), C1(CCCC1)C(=O)NC(CC(=O)O)(C)C (3-(cyclopentanecarboxamido)-3-methylbutanoic acid), C(=O)(C(F)(F)F)O.C(C)#N.O (TFA ACN H2O), Solvent B. The solvent is O.CC#N (H2O MeCN), O.CC#N (H2O MeCN). Yields the product ClC1=CC=C(C=C1)[C@@]1([C@@](CN(CC1)C(CC(C)(C)NC(=O)C1CCCC1)=O)(C)O)O (N-(4-((3S,4S)-4-(4-Chlorophenyl)-3,4-dihydroxy-3-methylpiperidin-1-yl)-2-methyl-4-oxobutan-2-yl)cyclopentanecarboxamide). RXN SMILES: Cl.[Cl:2][C:3]1[CH:8]=[CH:7][C:6]([C@@:9]2([OH:17])[CH2:14][CH2:13][NH:12][CH2:11][C@:10]2([CH3:16])[OH:15])=[CH:5][CH:4]=1.[CH:18]1([C:23]([NH:25][C:26]([CH3:32])([CH3:31])[CH2:27][C:28](O)=[O:29])=[O:24])[CH2:22][CH2:21][CH2:20][CH2:19]1.C(O)(C(F)(F)F)=O.C(#N)C.O.C(O)(C(F)(F)F)=O>O.CC#N>[Cl:2][C:3]1[CH:8]=[CH:7][C:6]([C@@:9]2([OH:17])[CH2:14][CH2:13][N:12]([C:28](=[O:29])[CH2:27][C:26]([NH:25][C:23]([CH:18]3[CH2:22][CH2:21][CH2:20][CH2:19]3)=[O:24])([CH3:32])[CH3:31])[CH2:11][C@@:10]2([OH:15])[CH3:16])=[CH:5][CH:4]=1 |f:0.1,3.4.5,7.8|. Procedure details: Example 96 was prepared from (3S,4S)-4-(4-chlorophenyl)-3-methylpiperidine-3,4-diol hydrochloride and 3-(cyclopentanecarboxamido)-3-methylbutanoic acid using the procedure described in Example 93, step 6. MS (ESI+)=437.3 (M+H)+. 1H NMR (CD3OD, 500 MHz) (NMR shows several rotamers) δ ppm 7.55-7.50 (m, 2 H), 7.31 (d, J=8.5 Hz, 2 H), 4.53 (dd, J=10.7, 1.9 Hz, 0.4 H), 4.28 (dt, J=12.4, 0.8 Hz, 0.6 H), 4.04 (dd, J=13.2, 2.7 Hz, 0.6 H), 3.69 (dd, J=13.1, 2.3 Hz, 0.4 H), 3.59-3.52 (m, 1 H), 3.24 (d, J=...